describe an organic reaction: reactants, conditions, products, and yield From a dataset of the Open Reaction Database (ORD), a public repository of structured organic reaction records. Reagents/catalysts: [Pd] (palladium black). Isolated yield 75.0%. Reaction SMILES: [NH2:1][C:2](=[N:43][N+]([O-])=O)[NH:3][CH2:4][CH2:5][CH2:6][C@H:7]([C:24]([NH:26][CH2:27][C:28]1[CH:33]=[CH:32][C:31]([CH2:34][NH:35][C:36]([O:38][C:39]([CH3:42])([CH3:41])[CH3:40])=[O:37])=[CH:30][CH:29]=1)=[O:25])[NH:8][C:9](=[O:23])[CH:10]([C:17]1[CH:22]=[CH:21][CH:20]=[CH:19][CH:18]=1)[C:11]1[CH:16]=[CH:15][CH:14]=[CH:13][CH:12]=1.[C:47]([OH:50])(=[O:49])[CH3:48]>[Pd]>[CH3:41][C:39]([CH3:42])([O:38][C:36]([NH:35][CH2:34][C:31]1[CH:30]=[CH:29][C:28]([CH2:27][NH:26][C:24](=[O:25])[C@@H:7]([CH2:6][CH2:5][CH2:4][NH:3][C:2](=[NH:1])[NH2:43])[NH:8][C:9](=[O:23])[CH:10]([C:17]2[CH:18]=[CH:19][CH:20]=[CH:21][CH:22]=2)[C:11]2[CH:12]=[CH:13][CH:14]=[CH:15][CH:16]=2)=[CH:33][CH:32]=1)=[O:37])[CH3:40].[C:47]([O-:50])(=[O:49])[CH3:48] |f:3.4|. Reactants: NC(NCCC[C@@H](NC(C(C1=CC=CC=C1)C1=CC=CC=C1)=O)C(=O)NCC1=CC=C(C=C1)CNC(=O)OC(C)(C)C)=N[N+](=O)[O-] ((R)-N5 -[amino(nitroimino)-methyl]-N-[[4-[[[(1,1-dimethylethoxy)carbonyl]amino]methyl]phenyl]methyl]-N2 -(diphenylacetyl)-ornithinamide), C(C)(=O)O (acetic acid). Procedure: Prepared analogously to Example 4c) from (R)-N5 -[amino(nitroimino)-methyl]-N-[[4-[[[(1,1-dimethylethoxy)carbonyl]amino]methyl]phenyl]methyl]-N2 -(diphenylacetyl)-ornithinamide by catalytic hydrogenation in the presence of palladium black and 80% aqueous acetic acid in a yield of 75% of theory. Product: CC(C)(OC(=O)NCC1=CC=C(C=C1)CNC([C@H](NC(C(C1=CC=CC=C1)C1=CC=CC=C1)=O)CCCNC(N)=N)=O)C.C(C)(=O)[O-] ((R)-N-[[4-[[[(1,1-Dimethylethoxy)carbonyl]amino]methyl]-phenyl]methyl]-N2 -(diphenylacetyl)-argininamide acetate). Reactants: CC(C)CC(NC(=O)OC(C)(C)C)C(O)C(=O)O, CO, C=[N+]=[N-]. Yields the product COC(=O)C(O)C(CC(C)C)NC(=O)OC(C)(C)C. As a reaction SMILES: [C:1]([CH3:2])([CH3:3])([CH3:4])[O:5][C:6](=[O:7])[NH:8][CH:9]([CH:10]([C:11](=[O:12])[OH:13])[OH:14])[CH2:15][CH:16]([CH3:17])[CH3:18].[CH3:22][OH:23].[N+:19](=[N-:20])=[CH2:21]>>[C:1]([CH3:2])([CH3:3])([CH3:4])[O:5][C:6](=[O:7])[NH:8][CH:9]([CH:10]([C:11](=[O:12])[O:13][CH3:21])[OH:14])[CH2:15][CH:16]([CH3:17])[CH3:18]. Starting materials: CN(C)C=O, Cc1ccnc(C(=O)O)c1, Nc1nnn[nH]1, C1CCOC1. Product: Cc1ccnc(C(=O)Nc2nnn[nH]2)c1. As a reaction SMILES: [CH3:11][N:12]([CH3:13])[CH:14]=[O:15].[CH3:1][c:2]1[cH:3][c:4]([C:8](=[O:9])[OH:10])[n:5][cH:6][cH:7]1.[NH2:16][c:17]1[n:18][n:19][n:20][nH:21]1.[O:22]1[CH2:23][CH2:24][CH2:25][CH2:26]1>>[CH3:1][c:2]1[cH:3][c:4]([C:8](=[O:10])[NH:16][c:17]2[nH:18][n:19][n:20][n:21]2)[n:5][cH:6][cH:7]1. Starting materials: C1=CC=CC=C1 (benzene), [N+](=O)([O-])C1=C(C=O)C=CC=C1 (2-nitrobenzaldehyde), Wittig reagent, C(C)(=O)OCC.CCCCCC (ethyl acetate hexane). Product: CC(C(=O)OCC)=CC1=C(C=CC=C1)[N+](=O)[O-] (ethyl 2-methyl-3-(2-nitrophenyl)-2-propenate), product. The yield is 98.2%. RXN SMILES: [CH:1]1C=CC=CC=1.[N+:7]([C:10]1[CH:17]=[CH:16][CH:15]=[CH:14][C:11]=1[CH:12]=O)([O-:9])=[O:8].[C:18]([O:21][CH2:22][CH3:23])(=[O:20])[CH3:19].CCCCCC>>[CH3:1][C:19](=[CH:12][C:11]1[CH:14]=[CH:15][CH:16]=[CH:17][C:10]=1[N+:7]([O-:9])=[O:8])[C:18]([O:21][CH2:22][CH3:23])=[O:20] |f:2.3|. Procedure details: Into 500 ml of benzene, 21.0 g (139.0 mmol) of 2-nitrobenzaldehyde (manufactured by Aldrich Chemical Co., Inc.) and 50.0 g (138.0 mmol) of Wittig reagent (carbethoxyethylidene triphenylphosphorane, manufactured by Aldrich Chemical Co., Inc.) were dissolved; and the mixture was stirred at room temperature for one night. After the completion of the reaction was verified by TLC, the reaction liquid was concentrated under a reduced pressure, and ethanol was added to the resulting residue. The crysta... Reactants: C(C)OC(=O)C=1NC(=C(C1C)CCC(=O)OCC)C=O (5-formyl-4-(2-ethoxycarbonylethyl)-3-methyl-1H-pyrrole-2-carboxylic acid ethyl ester), BrC=1C=C2CC(NC2=CC1)=O (5-bromo-2-oxindole), [OH-].[K+] (Potassium hydroxide). Reagents/catalysts: N1CCCCC1 (piperidine). The solvent is C(C)O (ethanol). Reaction conditions: temperature 90 celsius, time 2 hour. Product: C(=O)(O)CCC=1C(=C(NC1C=C1C(NC2=CC=C(C=C12)Br)=O)C(=O)O)C (4-(2-carboxyethyl)-3-methyl-5-(5-bromo-2-oxo-1,2-dihydro-indol-3-ylidenemethyl)-1H-pyrrole-2-carboxylic acid). The yield is 98.1%. RXN SMILES: C([O:3][C:4]([C:6]1[NH:7][C:8]([CH:19]=O)=[C:9]([CH2:12][CH2:13][C:14]([O:16]CC)=[O:15])[C:10]=1[CH3:11])=[O:5])C.[Br:21][C:22]1[CH:23]=[C:24]2[C:28](=[CH:29][CH:30]=1)[NH:27][C:26](=[O:31])[CH2:25]2.[OH-].[K+]>N1CCCCC1.C(O)C>[C:14]([CH2:13][CH2:12][C:9]1[C:10]([CH3:11])=[C:6]([C:4]([OH:3])=[O:5])[NH:7][C:8]=1[CH:19]=[C:25]1[C:24]2[C:28](=[CH:29][CH:30]=[C:22]([Br:21])[CH:23]=2)[NH:27][C:26]1=[O:31])([OH:16])=[O:15] |f:2.3|. Reported procedure: A mixture of 5-formyl-4-(2-ethoxycarbonylethyl)-3-methyl-1H-pyrrole-2-carboxylic acid ethyl ester (281 mg), 5-bromo-2-oxindole (220 mg), and piperidine (2 drops) in ethanol (2 mL) was stirred at 90° C. for 2 hours. Potassium hydroxide (537 mg) was added and the temperature was increased to 95° C. for 1 hour. The reaction mixture was cooled and concentrated. The residue was dissolved into water and acidified with 2 N hydrochloric acid to pH 2. The precipitate that formed was filtered, washed with... The reactants are ClCC(=O)Cl (chloroacetyl chloride), NC=1C(=C(C(=O)OCC)C=CC1)O (ethyl 3-amino-2-hydroxybenzoate), C(O)([O-])=O.[Na+] (sodium hydrogen carbonate), ClCC(=O)Cl (chloroacetyl chloride). The reagents and catalysts are [Br-].C(C1=CC=CC=C1)[N+](CCCC)(CCCC)CCCC (benzyltributylammonium bromide). The solvent is C(Cl)(Cl)Cl (chloroform), C(Cl)(Cl)Cl (chloroform), C(Cl)(Cl)Cl (chloroform). Conditions: temperature 60 celsius, time 2 hour. The product is O1CC(NC2=C1C(=CC=C2)C(=O)OCC)=O (ethyl 2H-1,4-benzoxazin-3-one-8-carboxylate). Yield: 75.4%. Reaction SMILES: [NH2:1][C:2]1[C:3]([OH:13])=[C:4]([CH:10]=[CH:11][CH:12]=1)[C:5]([O:7][CH2:8][CH3:9])=[O:6].C(=O)([O-])O.[Na+].Cl[CH2:20][C:21](Cl)=[O:22]>[Br-].C([N+](CCCC)(CCCC)CCCC)C1C=CC=CC=1.C(Cl)(Cl)Cl>[O:13]1[C:3]2[C:4]([C:5]([O:7][CH2:8][CH3:9])=[O:6])=[CH:10][CH:11]=[CH:12][C:2]=2[NH:1][C:21](=[O:22])[CH2:20]1 |f:1.2,4.5|. Procedure: To a solution of ethyl 3-amino-2-hydroxybenzoate (500 mg), sodium hydrogen carbonate (927 mg) and benzyltributylammonium bromide (983 mg) in chloroform (10 ml) was added dropwise chloroacetyl chloride (374 mg) in chloroform (3 ml) under ice bath cooling. The reaction mixture was stirred at ambient temperature for 1 hour and at 60° C. for 2 hours. To the reaction mixture was added dropwise chloroacetyl chloride (312 mg) in chloroform (3 ml) under ice bath cooling and stirred at 60° C. for 2 hours...